From a dataset of the Open Reaction Database (ORD), a public repository of structured organic reaction records. describe an organic reaction: reactants, conditions, products, and yield Reactants: CC(C)O, [K+], [OH-], CCOC(=O)NCCN1CCC(Cc2nc3cccnc3n2Cc2cccs2)CC1. Product: NCCN1CCC(Cc2nc3cccnc3n2Cc2cccs2)CC1. Reaction SMILES: [CH3:33][CH:34]([OH:35])[CH3:36].[K+:32].[OH-:31].[s:1]1[c:2]([CH2:6][n:7]2[c:8]([CH2:16][CH:17]3[CH2:18][CH2:19][N:20]([CH2:23][CH2:24][NH:25][C:26](=[O:27])[O:28][CH2:29][CH3:30])[CH2:21][CH2:22]3)[n:9][c:10]3[c:11]2[n:12][cH:13][cH:14][cH:15]3)[cH:3][cH:4][cH:5]1>>[s:1]1[c:2]([CH2:6][n:7]2[c:8]([CH2:16][CH:17]3[CH2:18][CH2:19][N:20]([CH2:23][CH2:24][NH2:25])[CH2:21][CH2:22]3)[n:9][c:10]3[c:11]2[n:12][cH:13][cH:14][cH:15]3)[cH:3][cH:4][cH:5]1. Starting materials: C1CCOC1 (THF), COC(=O)C1=CC2=NC=CC(=C2S1)OC=1C=C2C=C(N(C2=CC1)C(NC)=O)C (7-(2-Methyl-1-methylcarbamoyl-1H-indol-5-yloxy)-thieno[3,2-b]pyridine-2-carboxylic acid methyl ester), CO (MeOH), O[Li].O (LiOH.H2O). Run in O (H2O). Reaction conditions: temperature 25 celsius, time 2 hour. Yields the product CC=1N(C2=CC=C(C=C2C1)OC1=C2C(=NC=C1)C=C(S2)C(=O)O)C(NC)=O (7-(2-Methyl-1-methylcarbamoyl-1H-indol-5-yloxy)-thieno[3,2-b]pyridine-2-carboxylic acid). Yield: 73.6%. RXN SMILES: C1COCC1.CO.O[Li].O.C[O:12][C:13]([C:15]1[S:23][C:22]2[C:17](=[N:18][CH:19]=[CH:20][C:21]=2[O:24][C:25]2[CH:26]=[C:27]3[C:31](=[CH:32][CH:33]=2)[N:30]([C:34](=[O:37])[NH:35][CH3:36])[C:29]([CH3:38])=[CH:28]3)[CH:16]=1)=[O:14]>O>[CH3:38][C:29]1[N:30]([C:34](=[O:37])[NH:35][CH3:36])[C:31]2[C:27]([CH:28]=1)=[CH:26][C:25]([O:24][C:21]1[CH:20]=[CH:19][N:18]=[C:17]3[CH:16]=[C:15]([C:13]([OH:14])=[O:12])[S:23][C:22]=13)=[CH:33][CH:32]=2 |f:2.3|. Procedure: A solution of THF (5 mL), MeOH (1 mL) and H2O (1 mL) was used to dissolve LiOH.H2O (0.042 g, 1.0 mmol) and then added 7-(2-Methyl-1-methylcarbamoyl-1H-indol-5-yloxy)-thieno[3,2-b]pyridine-2-carboxylic acid methyl ester (0.35 g, 0.89 mmol) added. The solution was stirred at 25° C. for 2 h, quenched with several drops of 1N HCl then concentrated. The precipitate was rinsed with H2O (2×5 mL) and Et2O (2×5 mL), dried under high vacuum for 2 h and used as is to afford 7-(2-Methyl-1-methylcarbamoyl-1H...